From a dataset of the Open Reaction Database (ORD), a public repository of structured organic reaction records. describe an organic reaction: reactants, conditions, products, and yield RXN SMILES: [Br:1][c:2]1[cH:3][cH:4][cH:5][c:6]([C:8](=[O:9])[OH:10])[n:7]1.[C:11](=[O:12])([O-:13])[O-:14].[CH3:32][CH2:33][OH:34].[CH3:35][O:36][CH2:37][CH2:38][O:39][CH3:40].[F:17][c:18]1[cH:19][cH:20][c:21]([B:24]2[O:25][CH2:26][C:27]([CH3:28])([CH3:29])[CH2:30][O:31]2)[cH:22][cH:23]1.[Na+:15].[Na+:16].[cH:41]1[cH:42][cH:43][c:44]([P:45]([Pd:46]([P:47]([c:48]2[cH:49][cH:50][cH:51][cH:52][cH:53]2)([c:54]2[cH:55][cH:56][cH:57][cH:58][cH:59]2)[c:60]2[cH:61][cH:62][cH:63][cH:64][cH:65]2)([P:66]([c:67]2[cH:68][cH:69][cH:70][cH:71][cH:72]2)([c:73]2[cH:74][cH:75][cH:76][cH:77][cH:78]2)[c:79]2[cH:80][cH:81][cH:82][cH:83][cH:84]2)[P:85]([c:86]2[cH:87][cH:88][cH:89][cH:90][cH:91]2)([c:92]2[cH:93][cH:94][cH:95][cH:96][cH:97]2)[c:98]2[cH:99][cH:100][cH:101][cH:102][cH:103]2)([c:104]2[cH:105][cH:106][cH:107][cH:108][cH:109]2)[c:110]2[cH:111][cH:112][cH:113][cH:114][cH:115]2)[cH:116][cH:117]1>>[c:2]1(-[c:21]2[cH:20][cH:19][c:18]([F:17])[cH:23][cH:22]2)[cH:3][cH:4][cH:5][c:6]([C:8](=[O:9])[OH:10])[n:7]1. Product: O=C(O)c1cccc(-c2ccc(F)cc2)n1. Starting materials: O=C(O)c1cccc(Br)n1, O=C([O-])[O-], CCO, COCCOC, CC1(C)COB(c2ccc(F)cc2)OC1, [Na+], [Na+], c1ccc(P(c2ccccc2)(c2ccccc2)[Pd](P(c2ccccc2)(c2ccccc2)c2ccccc2)(P(c2ccccc2)(c2ccccc2)c2ccccc2)P(c2ccccc2)(c2ccccc2)c2ccccc2)cc1. Reactants: C(C1=CC=CC=C1)OC(=O)N[C@@H](C(=O)NC1=CC=C(C=C1)N1C(COCC1)=O)CP(=O)(OC)OC ((S)-2-(benzyloxycarbonyl-amino)-N-[4-(3-oxomorpholin-4-yl)phenyl]-3-(dimethoxyphosphoryl)-propionamide), [H][H] (hydrogen). The reagents and catalysts are [Pd] (palladium/carbon). Run in CO (methanol). The product is N[C@@H](C(=O)NC1=CC=C(C=C1)N1C(COCC1)=O)CP(=O)(OC)OC ((S)-2-amino-N-[4-(3-oxomorpholin-4-yl)phenyl]-3-(dimethoxyphosphoryl)propionamide). Yield: 93.2%. Reaction SMILES: C(OC([NH:11][C@H:12]([CH2:29][P:30]([O:34][CH3:35])([O:32][CH3:33])=[O:31])[C:13]([NH:15][C:16]1[CH:21]=[CH:20][C:19]([N:22]2[CH2:27][CH2:26][O:25][CH2:24][C:23]2=[O:28])=[CH:18][CH:17]=1)=[O:14])=O)C1C=CC=CC=1.[H][H]>CO.[Pd]>[NH2:11][C@H:12]([CH2:29][P:30]([O:32][CH3:33])([O:34][CH3:35])=[O:31])[C:13]([NH:15][C:16]1[CH:21]=[CH:20][C:19]([N:22]2[CH2:27][CH2:26][O:25][CH2:24][C:23]2=[O:28])=[CH:18][CH:17]=1)=[O:14]. Procedure details: 5.3 The mixture of 0.39 g (0.78 mmol) of (S)-2-(benzyloxycarbonyl-amino)-N-[4-(3-oxomorpholin-4-yl)phenyl]-3-(dimethoxyphosphoryl)-propionamide and 0.4 g of 5% palladium/carbon in 30 ml of methanol is hydrogenated until hydrogen is no longer taken up. The reaction mixture is subsequently filtered off, and the filtrate is evaporated to dryness, giving 0.27 g of (S)-2-amino-N-[4-(3-oxomorpholin-4-yl)phenyl]-3-(dimethoxyphosphoryl)propionamide as colourless oil, ESI 371. Reactants: NC1=C(C(=NC(=C1)Cl)OCCO)[N+](=O)[O-] (2-(4-amino-6-chloro-3-nitro-pyridin-2-yloxy)-ethanol), [NH4+].[Cl-] (NH4Cl), C(C)(C)(C)[Si](C)(C)Cl (tert-butyl-chloro-dimethyl-silane), N1C=NC=C1 (imidazole). Run in C(Cl)Cl (DCM). Reaction conditions: time 2 hour. The product is C(C)(C)(C)[Si](OCCOC1=NC(=CC(=C1[N+](=O)[O-])N)Cl)(C)C (2-[2-(tert-butyl-dimethyl-silanyloxy)-ethoxy]-6-chloro-3-nitro-pyridin-4-ylamine). As a reaction SMILES: [NH2:1][C:2]1[CH:7]=[C:6]([Cl:8])[N:5]=[C:4]([O:9][CH2:10][CH2:11][OH:12])[C:3]=1[N+:13]([O-:15])=[O:14].[C:16]([Si:20](Cl)([CH3:22])[CH3:21])([CH3:19])([CH3:18])[CH3:17].N1C=CN=C1.[NH4+].[Cl-]>C(Cl)Cl>[C:16]([Si:20]([CH3:22])([CH3:21])[O:12][CH2:11][CH2:10][O:9][C:4]1[C:3]([N+:13]([O-:15])=[O:14])=[C:2]([NH2:1])[CH:7]=[C:6]([Cl:8])[N:5]=1)([CH3:19])([CH3:18])[CH3:17] |f:3.4|. Reported procedure: To a mixture of 2-(4-amino-6-chloro-3-nitro-pyridin-2-yloxy)-ethanol (4.40 g, 18.8 mmol, prepared as described in the previous step) and tert-butyl-chloro-dimethyl-silane (3.12 g, 20.7 mmol) in DCM (50 mL) was added imidazole (1.80 g, 26.4 mmol). After stirring at room temperature for 2 h, the resulting mixture was treated with saturated NH4Cl (50 mL) and extracted with EtOAc (3×50 mL). The combined organic layers were washed with H2O (3×50 mL), brine (50 mL), and dried over Na2SO4. The solvent ... Reactants: C(C)(C)(C)OC (methyl t-butyl ether), CNCC(=O)NCCC[P+](C1=CC=CC=C1)(C1=CC=CC=C1)C1=CC=CC=C1.[Cl-] (N2-methyl-N-[3-(triphenylphosphonio)propyl]glycinamide chloride), Cl.N1(N=CC=C1)C(N)=N (1-H-pyrazole-1-carboximidamide hydrochloride), C(C)(C)N(C(C)C)CC (N,N-diisopropylethylamine), Cl.N1(N=CC=C1)C(N)=N (1-H-pyrazole-1-carboximidamide hydrochloride), C(C)(C)N(C(C)C)CC (N,N-diisopropylethylamine), Cl.N1(N=CC=C1)C(N)=N (1-H-pyrazole-1-carboximidamide hydrochloride), C(C)(C)N(C(C)C)CC (N,N-Diisopropylethylamine). The solvent is C(Cl)Cl (methylene chloride), CN(C=O)C (N,N-dimethylformamide), C(Cl)Cl (methylene chloride). Run at time 8 hour. Yields the product NC(N(CC(=O)NCCC[P+](C1=CC=CC=C1)(C1=CC=CC=C1)C1=CC=CC=C1)C)=N.[Cl-] (N2-[amino(imino)methyl]-N2-methyl-N-[3-(triphenylphosphonio)-propyl]glycinamide chloride). The yield is 100.0%. RXN SMILES: CNCC(NCC[CH2:9][P+:10]([C:23]1[CH:28]=[CH:27][CH:26]=[CH:25][CH:24]=1)([C:17]1[CH:22]=[CH:21][CH:20]=[CH:19][CH:18]=1)[C:11]1[CH:16]=[CH:15][CH:14]=[CH:13][CH:12]=1)=O.[Cl-:29].Cl.[N:31]1([C:36](=[NH:38])[NH2:37])[CH:35]=CC=N1.C([N:42]([CH2:46][CH3:47])[CH:43]([CH3:45])C)(C)C.C([O:52]C)(C)(C)C>CN(C)C=O.C(Cl)Cl>[NH2:37][C:36](=[NH:38])[N:31]([CH3:35])[CH2:45][C:43]([NH:42][CH2:46][CH2:47][CH2:9][P+:10]([C:23]1[CH:28]=[CH:27][CH:26]=[CH:25][CH:24]=1)([C:11]1[CH:12]=[CH:13][CH:14]=[CH:15][CH:16]=1)[C:17]1[CH:22]=[CH:21][CH:20]=[CH:19][CH:18]=1)=[O:52].[Cl-:29] |f:0.1,2.3,8.9|. Procedure: To a solution of N2-methyl-N-[3-(triphenylphosphonio)propyl]glycinamide chloride (7.65 g, 17.9 mmol) in N,N-dimethylformamide (15 mL) was added 1-H-pyrazole-1-carboximidamide hydrochloride (2.76 g, 18.8 mmol) and N,N-diisopropylethylamine (3.28 mL, 18.8 mmol). The mixture was stirred overnight at room temperature. After stirring overnight, the reaction was not complete, and additional 1-H-pyrazole-1-carboximidamide hydrochloride (394 mg, 2.69 mmol) and N,N-diisopropylethylamine (0.47 mL, 2.69 mm... Reactants: CCO, O=C(N1Cc2c[n+]([O-])cnc2-c2ccc(Cl)cc2C1c1ccccc1Cl)C(F)(F)F, [Na+], C1CCOC1, [OH-]. Product: [O-][n+]1cnc2c(c1)CNC(c1ccccc1Cl)c1cc(Cl)ccc1-2. RXN SMILES: [CH3:33][CH2:34][OH:35].[Cl:1][c:2]1[cH:3][c:4]2[c:5]([cH:29][cH:30]1)-[c:6]1[c:7]([cH:24][n+:25]([O-:28])[cH:26][n:27]1)[CH2:8][N:9]([C:18](=[O:19])[C:20]([F:21])([F:22])[F:23])[CH:10]2[c:11]1[c:12]([Cl:17])[cH:13][cH:14][cH:15][cH:16]1.[Na+:32].[O:36]1[CH2:37][CH2:38][CH2:39][CH2:40]1.[OH-:31]>>[Cl:1][c:2]1[cH:3][c:4]2[c:5]([cH:29][cH:30]1)-[c:6]1[c:7]([cH:24][n+:25]([O-:28])[cH:26][n:27]1)[CH2:8][NH:9][CH:10]2[c:11]1[c:12]([Cl:17])[cH:13][cH:14][cH:15][cH:16]1.